From a dataset of the Open Reaction Database (ORD), a public repository of structured organic reaction records. describe an organic reaction: reactants, conditions, products, and yield Reactants: ClC1=C(C=CC=C1)Cl (1,2-dichlorobenzene), Cl (hydrochloric acid), C(CCCCCCCCCCC)[Mg]Br (n-dodecylmagnesium bromide). The reagents and catalysts are [Ni](Cl)Cl (nickel chloride). Run in C(C)OCC (diethyl ether), C(C)OCC (diethyl ether). Run at temperature 0 celsius. The product is C(CCCCCCCCCCC)C1=C(C=CC=C1)CCCCCCCCCCCC (1,2-didodecylbenzene). Isolated yield 84.0%. RXN SMILES: Cl[C:2]1[CH:7]=[CH:6][CH:5]=[CH:4][C:3]=1Cl.[CH2:9]([Mg]Br)[CH2:10][CH2:11][CH2:12][CH2:13][CH2:14][CH2:15][CH2:16][CH2:17][CH2:18][CH2:19][CH3:20].Cl>[Ni](Cl)Cl.C(OCC)C>[CH2:9]([C:2]1[CH:7]=[CH:6][CH:5]=[CH:4][C:3]=1[CH2:20][CH2:19][CH2:18][CH2:17][CH2:16][CH2:15][CH2:14][CH2:13][CH2:12][CH2:11][CH2:10][CH3:9])[CH2:10][CH2:11][CH2:12][CH2:13][CH2:14][CH2:15][CH2:16][CH2:17][CH2:18][CH2:19][CH3:20]. Procedure: To a 200 ml Schlenk reaction vessel were added under a nitrogen atmosphere 2.7 ml (24.0 mmol) of 1,2-dichlorobenzene, 66 mg (0.12 mmol) of nickel chloride {bis(diphenylphosphino)propane}, and 18 ml of diethyl ether. The whole was cooled to 0° C. and 65 ml (65 mmol) of a diethyl ether solution of n-dodecylmagnesium bromide (manufactured by Sigma-Aldrich, 1.0M) was added dropwise. After 11 hours of the reaction at 35° C., the reaction was stopped by adding 3N hydrochloric acid. The mixture was ext...